From a dataset of the Open Reaction Database (ORD), a public repository of structured organic reaction records. describe an organic reaction: reactants, conditions, products, and yield Starting materials: C(=O)(O)C12CCC(CC1)(CC2)NCC(=O)N2[C@@H](C[C@@H](C2)F)C#N ((2S,4S)-1-[[N-(4-carboxybicyclo[2.2.2]oct-1-yl)amino]acetyl]-4-fluoropyrrolidine-2-carbonitrile), ClC1=C(N)C=CC(=C1)C (2-chloro-4-methylaniline). The product is ClC1=C(C=CC(=C1)C)NC(=O)C12CCC(CC1)(CC2)NCC(=O)N2[C@@H](C[C@@H](C2)F)C#N ((2S,4S)-1-[[N-[4-[N-(2-chloro-4-methylphenyl)amino]carbonylbicyclo[2.2.2]oct-1-yl]amino]acetyl]-4-fluoropyrrolidine-2-carbonitrile). As a reaction SMILES: [C:1]([C:4]12[CH2:11][CH2:10][C:7]([NH:12][CH2:13][C:14]([N:16]3[CH2:20][C@@H:19]([F:21])[CH2:18][C@H:17]3[C:22]#[N:23])=[O:15])([CH2:8][CH2:9]1)[CH2:6][CH2:5]2)([OH:3])=O.[Cl:24][C:25]1[CH:31]=[C:30]([CH3:32])[CH:29]=[CH:28][C:26]=1[NH2:27]>>[Cl:24][C:25]1[CH:31]=[C:30]([CH3:32])[CH:29]=[CH:28][C:26]=1[NH:27][C:1]([C:4]12[CH2:5][CH2:6][C:7]([NH:12][CH2:13][C:14]([N:16]3[CH2:20][C@@H:19]([F:21])[CH2:18][C@H:17]3[C:22]#[N:23])=[O:15])([CH2:8][CH2:9]1)[CH2:10][CH2:11]2)=[O:3]. Procedure details: In a similar manner to Example 63, (2S,4S)-1-[[N-(4-carboxybicyclo[2.2.2]oct-1-yl)amino]acetyl]-4-fluoropyrrolidine-2-carbonitrile (50.0 mg) and 2-chloro-4-methylaniline (41.8 μL) were used to obtain (2S,4S)-1-[[N-[4-[N-(2-chloro-4-methylphenyl)amino]carbonylbicyclo[2.2.2]oct-1-yl]amino]acetyl]-4-fluoropyrrolidine-2-carbonitrile (22.6 mg). Reactants: FC1=C(C=CC(=C1)[Si](C)(C)C)NC=1C(=C2N(C(C1C)=O)CCS2)[N+](=O)[O-] (7-(2-Fluoro-4-trimethylsilanyl-phenylamino)-6-methyl-8-nitro-2,3-dihydro-thiazolo[3,2-a]pyridin-5-one), ICl (iodine monochloride), C(C)OC(C)=O (ethylacetate). Reagents/catalysts: F[B-](F)(F)F.[Ag+] (silver tetrafluoroborate). Run in C(Cl)Cl (DCM), C(Cl)Cl (DCM), C(Cl)Cl (DCM), CCCCCC (hexane). Reaction conditions: temperature -60 celsius, time 30 minute. Yields the product FC1=C(C=CC(=C1)I)NC=1C(=C2N(C(C1C)=O)CCS2)[N+](=O)[O-] (7-(2-Fluoro-4-iodo-phenylamino)-6-methyl-8-nitro-2,3-dihydro-thiazolo[3,2-a]pyridin-5-one). Yield: 79.2%. Reaction SMILES: [F:1][C:2]1[CH:7]=[C:6]([Si](C)(C)C)[CH:5]=[CH:4][C:3]=1[NH:12][C:13]1[C:14]([N+:24]([O-:26])=[O:25])=[C:15]2[S:23][CH2:22][CH2:21][N:16]2[C:17](=[O:20])[C:18]=1[CH3:19].[I:27]Cl.C(OC(=O)C)C>C(Cl)Cl.CCCCCC.F[B-](F)(F)F.[Ag+]>[F:1][C:2]1[CH:7]=[C:6]([I:27])[CH:5]=[CH:4][C:3]=1[NH:12][C:13]1[C:14]([N+:24]([O-:26])=[O:25])=[C:15]2[S:23][CH2:22][CH2:21][N:16]2[C:17](=[O:20])[C:18]=1[CH3:19] |f:5.6|. Procedure details: 7-(2-Fluoro-4-trimethylsilanyl-phenylamino)-6-methyl-8-nitro-2,3-dihydro-thiazolo[3,2-a]pyridin-5-one (0.5 g, 1.27 mmol) in DCM (10 mL) was added to silver tetrafluoroborate (0.74 g, 3.81 mmol) in DCM (10 mL) previously degassed with nitrogen at −60° C. and the resulting mixture was stirred at −60° C. for 30 minutes. This was followed by the addition of iodine monochloride (1.3 mL, 1.399 mmol) and continued stirring for a further 30 minutes at −60° C. to −50° C. The reaction was monitored by TLC... Starting materials: Cn1c(CN2CCN(C(=O)CCS(=O)(=O)c3ccc4cc(Cl)ccc4c3)CC2)c(Br)sc1=NC(=O)OC(C)(C)C, O=C(O)C(F)(F)F. The product is Cn1c(CN2CCN(C(=O)CCS(=O)(=O)c3ccc4cc(Cl)ccc4c3)CC2)c(Br)sc1=N. Reaction SMILES: [Br:1][c:2]1[c:3]([CH2:16][N:17]2[CH2:18][CH2:19][N:20]([C:23]([CH2:24][CH2:25][S:26](=[O:27])(=[O:28])[c:29]3[cH:30][c:31]4[cH:32][cH:33][c:34]([Cl:39])[cH:35][c:36]4[cH:37][cH:38]3)=[O:40])[CH2:21][CH2:22]2)[n:4]([CH3:15])[c:5](=[N:7][C:8](=[O:9])[O:10][C:11]([CH3:12])([CH3:13])[CH3:14])[s:6]1.[OH:41][C:42]([C:43]([F:44])([F:45])[F:46])=[O:47]>>[Br:1][c:2]1[c:3]([CH2:16][N:17]2[CH2:18][CH2:19][N:20]([C:23]([CH2:24][CH2:25][S:26](=[O:27])(=[O:28])[c:29]3[cH:30][c:31]4[cH:32][cH:33][c:34]([Cl:39])[cH:35][c:36]4[cH:37][cH:38]3)=[O:40])[CH2:21][CH2:22]2)[n:4]([CH3:15])[c:5](=[NH:7])[s:6]1. Reactants: NC=1N=NC(=NN1)N (3,6-diamino-1,2,4,5,-tetrazine), Cl.NN=C(N(N)N)N (Triaminoguanidine monohydrochloride), [N]=O (nitric oxide), CC(CC(C)=O)=O (2,4-pentanedione), CC1=NN(C(=C1)C)C=1NNC(=NN1)N1N=C(C=C1C)C (3,6-bis(3,5-dimethylpyrazol-1-yl)-1,2-dihydro-1,2,4,5-tetrazine), [N+](=O)[O-] (nitrogen dioxide), CC1=NN(C(=C1)C)C=1NNC(=NN1)N1N=C(C=C1C)C (3,6-bis(3,5-dimethylpyrazol-1-yl)-1,2-dihydro-1,2,4,5-tetrazine), CC1=NN(C(=C1)C)C=1NNC(=NN1)N1N=C(C=C1C)C (3,6-bis(3,5-dimethylpyrazol-1-yl)-1,2-dihydro-1,2,4,5-tetrazine), NC=1N=NC(=NN1)N (3,6-diamino-1,2,4,5,-tetrazine), Cl.NN=C(N(N)N)N (Triaminoguanidine monohydrochloride), CC(CC(C)=O)=O (2,4-pentanedione). Solvent: O (water). Yields the product CC1=NN(C(=C1)C)C=1N=NC(=NN1)N1N=C(C=C1C)C (3,6-bis(3,5-dimethylpyrazol-1-yl)-1,2,4,5-tetrazine). Reaction SMILES: NC1N=NC(N)=NN=1.Cl.NN=C(N)N(N)N.CC(=O)CC(=O)C.[CH3:24][C:25]1[CH:29]=[C:28]([CH3:30])[N:27]([C:31]2[NH:32][NH:33][C:34]([N:37]3[C:41]([CH3:42])=[CH:40][C:39]([CH3:43])=[N:38]3)=[N:35][N:36]=2)[N:26]=1.[N]=O.[N+]([O-])=O>O>[CH3:24][C:25]1[CH:29]=[C:28]([CH3:30])[N:27]([C:31]2[N:32]=[N:33][C:34]([N:37]3[C:41]([CH3:42])=[CH:40][C:39]([CH3:43])=[N:38]3)=[N:35][N:36]=2)[N:26]=1 |f:1.2,^1:43,45|. Procedure: This invention is a method of making 3,6-diamino-1,2,4,5,-tetrazine (compound 5, DATZ). Triaminoguanidine monohydrochloride (compound 1) in water solution is combined with 2,4-pentanedione (compound 2) to form a precipitate comprised of 3,6-bis(3,5-dimethylpyrazol-1-yl)-1,2-dihydro-1,2,4,5-tetrazine (compound 3). A mixture of compound 3 in a suitable solvent is contacted with nitric oxide (NO) or nitrogen dioxide (NO2) to form 3,6-bis(3,5-dimethylpyrazol-1-yl)-1,2,4,5-tetrazine (compound 4). The... Reactants: COC(C)COC(C)COC(C)CO (Tripropylene glycol monomethyl ether), C(C1=CC=CC=C1)(=O)O (benzoic acid). The reagents and catalysts are C([O-])([O-])=O.[Zn+2] (zinc carbonate). Run in C1(=CC=CC=C1)C (toluene). The product is C(C1=CC=CC=C1)(=O)OCC(OCC(OCC(C)OC)C)C (Tripropylene Glycol Monomethyl Ether Benzoate). The yield is 110.5%. Reaction SMILES: [CH3:1][O:2][CH:3]([CH2:5][O:6][CH:7]([CH2:9][O:10][CH:11]([CH2:13][OH:14])[CH3:12])[CH3:8])[CH3:4].[C:15](O)(=[O:22])[C:16]1[CH:21]=[CH:20][CH:19]=[CH:18][CH:17]=1>C(=O)([O-])[O-].[Zn+2].C1(C)C=CC=CC=1>[C:15]([O:14][CH2:13][CH:11]([CH3:12])[O:10][CH2:9][CH:7]([CH3:8])[O:6][CH2:5][CH:3]([O:2][CH3:1])[CH3:4])(=[O:22])[C:16]1[CH:21]=[CH:20][CH:19]=[CH:18][CH:17]=1 |f:2.3|. Procedure details: Tripropylene glycol monomethyl ether (841.6 grams; 3.39 mol), benzoic acid (501.7 grams; 3.46 mol), zinc carbonate 13.5 grams) and toluene (100 ml) were placed into a two liter, three-necked round bottom flask equipped with stirrer, 10" Vigreux column, Dean Stark trap, condenser, heating mantle and thermometer. The reaction temperature was 173° .C at the beginning of the reaction and 235° C. after six hours and 48 minutes. During that time, water (70 ml) was removed. The reaction was continued t... Reactants: COC(=O)[C@@H]1CC[C@H](CC1)CN (trans-4-Aminomethyl-cyclohexanecarboxylic acid methyl ester), C(=O)([O-])[O-].[K+].[K+] (K2CO3), C1=2C(=O)OC(NC1=CC=CC2)=O (isatoic anhydride). Run in CC#N (CH3CN). Reaction conditions: temperature 70 celsius, time 8 hour. The product is COC(=O)[C@@H]1CC[C@H](CC1)CNC(C1=C(C=CC=C1)N)=O (trans-4-[(2-Amino-benzoylamino)-methyl]-cyclohexanecarboxylic acid methyl ester). The yield is 84.3%. RXN SMILES: [CH3:1][O:2][C:3]([C@H:5]1[CH2:10][CH2:9][C@H:8]([CH2:11][NH2:12])[CH2:7][CH2:6]1)=[O:4].C([O-])([O-])=O.[K+].[K+].[C:19]12[C:25](=[CH:26][CH:27]=[CH:28][CH:29]=1)[NH:24]C(=O)O[C:20]2=[O:21]>CC#N>[CH3:1][O:2][C:3]([C@H:5]1[CH2:10][CH2:9][C@H:8]([CH2:11][NH:12][C:20](=[O:21])[C:19]2[CH:29]=[CH:28][CH:27]=[CH:26][C:25]=2[NH2:24])[CH2:7][CH2:6]1)=[O:4] |f:1.2.3|. Reported procedure: To a solution of trans-4-Aminomethyl-cyclohexanecarboxylic acid methyl ester (21.7 g, 127 mmol) in CH3CN (500 mL), K2CO3 (35 g, 254 mmol) and isatoic anhydride (20.7 g, 127 mmol) were added. The reaction was stirred at 70° C. overnight. The mixture was concentrated under reduced pressure and the residue was washed with 200 mL of H2O and the solid obtained was filtered. The titled compound (31.1 g, quantitative yield) was obtained as a white solid. The reactants are ( g ), C(C)C1=CC=NC=C1 (4-ethylpyridine). Reagents/catalysts: [Pt] (platinum-on-carbon), [Pd] (palladium-on-carbon), [Rh] (rhodium-on-carbon). Run in C1=CC=CC=C1 (benzene). Yields the product C(C)C1=CC=NC=C1 (4-ethylpyridine), C(C)C1=CC(=NC=C1)C1=NC=CC(=C1)CC (4,4'-diethyl-2,2'-bipyridine). As a reaction SMILES: [CH2:1]([C:3]1[CH:8]=[CH:7][N:6]=[CH:5][CH:4]=1)[CH3:2]>[Pd].[Pt].[Rh].C1C=CC=CC=1>[CH2:1]([C:3]1[CH:8]=[CH:7][N:6]=[CH:5][CH:4]=1)[CH3:2].[CH2:1]([C:3]1[CH:8]=[CH:7][N:6]=[C:5]([C:5]2[CH:4]=[C:3]([CH2:1][CH3:2])[CH:8]=[CH:7][N:6]=2)[CH:4]=1)[CH3:2]. Procedure details: 1 gram (g) of 5% or 10% palladium-on-carbon catalyst and 25 milliliters (ml) 4-ethylpyridine are heated for 3 days under reflux while being stirred. (Alternatively, 5% platinum-on-carbon or 5% rhodium-on-carbon may be used as the catalyst.) The reaction mixture is treated with boiling benzene, filtered, and distilled to give benzene, 4-ethylpyridine, and 4,4'-diethyl-2,2'-bipyridine. Reported procedure: 7-(trifluoromethyl)-3,4-dihydroisoquinolin-1(2H)-one (I-4-d: 100 mg, 0.465 mmol) was reacted with 4-cyclopropyl-3-iodopyridine (I-73c: 125.3 mg, 0.51 mmol), 1,4-dioxane (5 mL), copper iodide (8.8 mg, 0.0465 mmol), trans-N,N′-dimethyl-cyclohexyl-1,2-diamine (6.6 mg, 0.0465 mmol) and potassium phosphate (246 mg, 1.16 mmol). The resulting mixture was stirred for 24 hours at 120° C. The reaction was monitored by TLC (10% methanol in CHCl3). The reaction mixture was concentrated to afford the crude p... The solvent is CO (methanol), C(Cl)(Cl)Cl (CHCl3). Yield: 12.9%. The reagents and catalysts are [Cu](I)I (copper iodide). Reaction conditions: temperature 120 celsius, time 24 hour. Reactants: FC(C1=CC=C2CCNC(C2=C1)=O)(F)F (7-(trifluoromethyl)-3,4-dihydroisoquinolin-1(2H)-one), C1(CC1)C1=C(C=NC=C1)I (4-cyclopropyl-3-iodopyridine), O1CCOCC1 (1,4-dioxane), trans-N,N′-dimethyl-cyclohexyl-1,2-diamine, P(=O)([O-])([O-])[O-].[K+].[K+].[K+] (potassium phosphate). The product is C1(CC1)C1=C(C=NC=C1)N1C(C2=CC(=CC=C2CC1)C(F)(F)F)=O (2-(4-cyclopropylpyridin-3-yl)-7-(trifluoromethyl)-3,4-dihydroisoquinolin-1(2H)-one). As a reaction SMILES: [F:1][C:2]([F:15])([F:14])[C:3]1[CH:12]=[C:11]2[C:6]([CH2:7][CH2:8][NH:9][C:10]2=[O:13])=[CH:5][CH:4]=1.[CH:16]1([C:19]2[CH:24]=[CH:23][N:22]=[CH:21][C:20]=2I)[CH2:18][CH2:17]1.O1CCOCC1.P([O-])([O-])([O-])=O.[K+].[K+].[K+]>C(Cl)(Cl)Cl.[Cu](I)I.CO>[CH:16]1([C:19]2[CH:24]=[CH:23][N:22]=[CH:21][C:20]=2[N:9]2[CH2:8][CH2:7][C:6]3[C:11](=[CH:12][C:3]([C:2]([F:1])([F:14])[F:15])=[CH:4][CH:5]=3)[C:10]2=[O:13])[CH2:18][CH2:17]1 |f:3.4.5.6|.